This data is from the Open Reaction Database (ORD), a public repository of structured organic reaction records. The task is: describe an organic reaction: reactants, conditions, products, and yield Reactants: CCO, CCOC(=O)c1ccc(NCCC2CCCC2)cc1, Cl, [K+], [OH-], O. Product: O=C(O)c1ccc(NCCC2CCCC2)cc1. As a reaction SMILES: [CH2:24]([OH:25])[CH3:26].[CH:1]1([CH2:6][CH2:7][NH:8][c:9]2[cH:10][cH:11][c:12]([C:13](=[O:14])[O:15][CH2:16][CH3:17])[cH:18][cH:19]2)[CH2:2][CH2:3][CH2:4][CH2:5]1.[ClH:22].[K+:21].[OH-:20].[OH2:23]>>[CH:1]1([CH2:6][CH2:7][NH:8][c:9]2[cH:10][cH:11][c:12]([C:13](=[O:14])[OH:15])[cH:18][cH:19]2)[CH2:2][CH2:3][CH2:4][CH2:5]1.